This data is from the Open Reaction Database (ORD), a public repository of structured organic reaction records. The task is: describe an organic reaction: reactants, conditions, products, and yield Reactants: C(C)(=O)OCC (ethyl acetate), N1CCCCC1 (Piperidine), C(CC(=O)OCC)(=O)OCC (diethyl malonate), COCOC1=CC=C(C=O)C=C1 (4-methoxymethoxybenzaldehyde). Run in C(C)O (ethanol). Yields the product COC1=CC=C(C=C(C(=O)OCC)C(=O)OCC)C=C1 (Diethyl 2-(4-methoxybenzylidene)malonate). As a reaction SMILES: N1CCCCC1.[C:7]([O:15][CH2:16][CH3:17])(=[O:14])[CH2:8][C:9]([O:11][CH2:12][CH3:13])=[O:10].CO[CH2:20][O:21][C:22]1[CH:29]=[CH:28][C:25]([CH:26]=O)=[CH:24][CH:23]=1.C(OCC)(=O)C>C(O)C>[CH3:20][O:21][C:22]1[CH:29]=[CH:28][C:25]([CH:26]=[C:8]([C:9]([O:11][CH2:12][CH3:13])=[O:10])[C:7]([O:15][CH2:16][CH3:17])=[O:14])=[CH:24][CH:23]=1. Procedure details: Piperidine (1.5 ml) and diethyl malonate (14.9 ml) were added to a solution of 4-methoxymethoxybenzaldehyde (16.2 g) in ethanol (160 ml). The mixture was heated at reflux for 7 hours. At the end of this time ethyl acetate was added to the reaction mixture and the ethyl acetate was washed with aqueous hydrogen chloride solution (0.8N) and saturated aqueous sodium hydrogencarbonate solution and saturated aqueous sodium chloride and dried over anhydrous magnesium sulfate and then concentrated. The ...